From a dataset of the Open Reaction Database (ORD), a public repository of structured organic reaction records. describe an organic reaction: reactants, conditions, products, and yield The reactants are OC1=C(C=O)C=CC(=C1)O (2,4-dihydroxy benzaldehyde), C(C)(=O)NCC(=O)O (N-acetylglycine), C(C)(=O)[O-].[Na+] (sodium acetate), ( s ), [N-]=[N+]=[N-].[Na+] (NaN3), N(=O)[O-].[Na+] (NaNO2), ( s ), C9H5N3O3, ( m ), ( s ), [K+].[Br-] (KBr). Solvent: C(C)(=O)OC(C)=O (acetic anhydride). Run at time 4 hour. Product: N(=[N+]=[N-])C=1C(OC2=CC(=CC=C2C1)O)=O (3-azido-7-hydroxycoumarin). As a reaction SMILES: [OH:1][C:2]1[CH:9]=[C:8]([OH:10])[CH:7]=[CH:6][C:3]=1[CH:4]=O.C([NH:14][CH2:15][C:16]([OH:18])=O)(=O)C.C([O-])(=O)C.[Na+].N([O-])=O.[Na+].[N-:28]=[N+:29]=[N-].[Na+].[K+].[Br-]>C(OC(=O)C)(=O)C>[N:14]([C:15]1[C:16](=[O:18])[O:1][C:2]2[C:3]([CH:4]=1)=[CH:6][CH:7]=[C:8]([OH:10])[CH:9]=2)=[N+:28]=[N-:29] |f:2.3,4.5,6.7,8.9|. Reported procedure: A mixture of 2,4-dihydroxy benzaldehyde (2.76 g, 20 mmol), N-acetylglycine (2.34 g, 20 mmol), anhydrous sodium acetate (60 mmol) in acetic anhydride (100 ml) was refluxed under stirring for 4 hours. The reaction mixture was poured onto icde to give a yellow precipitate. After filtration, the yellow solid washed with ice water before it was refluxed in a solution of concentrated HCl and ethanol (2:1, 30 ml) for 1 hour, then ice water was added to dilute the solution. The solution was then cooled ... Starting materials: O (water), [OH-].[Na+] (NaOH), O (water), [H-].[Al+3].[Li+].[H-].[H-].[H-] (lithium aluminum hydride), N1C(=NC2=C1C=CC=N2)C(=O)OCC (ethyl imidazopyridine carboxylate), C1CCOC1 (THF). Solvent: CCOC(=O)C (EtOAc). Run at time 2 hour. The product is C=1N=CN2C1C(=CC=C2)CO (imidazo[1,5-a]pyridine-8-methanol). RXN SMILES: [H-].[Al+3].[Li+].[H-].[H-].[H-].[NH:7]1[C:11]2[CH:12]=[CH:13]C=NC=2[N:9]=[C:8]1C(OCC)=O.[OH2:21].[OH-].[Na+].[CH2:24]1[CH2:28]O[CH2:26][CH2:25]1>CCOC(C)=O>[CH:26]1[N:9]=[CH:8][N:7]2[CH:11]=[CH:12][CH:13]=[C:24]([CH2:28][OH:21])[C:25]=12 |f:0.1.2.3.4.5,8.9|. Reported procedure: To a cold solution of lithium aluminum hydride (1.0 g, 26.3 mmol, 2.0 eq) in THF (40 mL) was added the crude ethyl imidazopyridine carboxylate (2.5 g, 13.2 mmol, 1.0 eq) and the reaction mixture was stirred at rt for 2 h. Reaction was cooled and water (1.7 mL), 15% NaOH (1.7 mL) and water (5.1 mL) were slowly added. Solution was next diluted with excess EtOAc and stirred at rt for 30 min. The solution was filtered and the solid was washed with ethyl acetate. Organic layers were combined, dried a... The reactants are FC(C=1C=C(COCC(CNC(=O)CCNC([O-])=O)C2=CC=CC=C2)C=C(C1)C(F)(F)F)(F)F (N-{2-[3-(3,5-bis(trifluoromethyl)benzyloxy)-2-phenylpropylcarbamoyl]ethyl}carbamate), Cl.O1CCOCC1 (hydrogen chloride dioxane). Solvent: O1CCOCC1 (dioxane). Run at time 20 hour. The product is Cl.NCCC(=O)NCC(COCC1=CC(=CC(=C1)C(F)(F)F)C(F)(F)F)C1=CC=CC=C1 (3-amino-N-[3-(3,5-bis(trifluoromethyl)benzyloxy)-2-ph enylpropyl]propionamide hydrochloride). As a reaction SMILES: [F:1][C:2]([F:34])([F:33])[C:3]1[CH:4]=[C:5]([CH:26]=[C:27]([C:29]([F:32])([F:31])[F:30])[CH:28]=1)[CH2:6][O:7][CH2:8][CH:9]([C:20]1[CH:25]=[CH:24][CH:23]=[CH:22][CH:21]=1)[CH2:10][NH:11][C:12]([CH2:14][CH2:15][NH:16]C(=O)[O-])=[O:13].[ClH:35].O1CCOCC1>O1CCOCC1>[ClH:35].[NH2:16][CH2:15][CH2:14][C:12]([NH:11][CH2:10][CH:9]([C:20]1[CH:21]=[CH:22][CH:23]=[CH:24][CH:25]=1)[CH2:8][O:7][CH2:6][C:5]1[CH:26]=[C:27]([C:29]([F:30])([F:32])[F:31])[CH:28]=[C:3]([C:2]([F:1])([F:33])[F:34])[CH:4]=1)=[O:13] |f:1.2,4.5|. Procedure: Compound 73 (1.32 g, 2.4 mmol) produced in Example 95 was dissolved in dioxane (4 mL) and 4 mol/L hydrogen chloride/dioxane (4 mL) was added thereto at room temperature. After the mixture was stirred for 20 hours, the solvent was evaporated therefrom in vacuo. Ether was added to the resulting residue to crystallize whereupon Compound 74 (1.10 g, 95%) was produced. The reactants are O.O.O.O.O.O.[Cl-].[Cr+3].[Cl-].[Cl-] (chromium chloride hexahydrate), P(O)(=O)(OP(=O)(O)OP(=O)(O)O)OC[C@@H]1[C@H]([C@H]([C@@H](O1)N1C=NC=2C(N)=NC=NC12)O)O (ATP). The solvent is O (water). Reaction conditions: time 1.5 hour. The product is [Cr].P(O)(=O)(OP(=O)(O)OP(=O)(O)O)OC[C@@H]1[C@H]([C@H]([C@@H](O1)N1C=NC=2C(N)=NC=NC12)O)O (Chromium ATP). As a reaction SMILES: O.O.O.O.O.O.[Cl-].[Cr+3:8].[Cl-].[Cl-].[P:11]([O:23][CH2:24][C@H:25]1[O:29][C@@H:28]([N:30]2[C:39]3[N:38]=[CH:37][N:36]=[C:34]([NH2:35])[C:33]=3[N:32]=[CH:31]2)[C@H:27]([OH:40])[C@@H:26]1[OH:41])([O:14][P:15]([O:18][P:19]([OH:22])([OH:21])=[O:20])([OH:17])=[O:16])(=[O:13])[OH:12]>O>[Cr:8].[P:11]([O:23][CH2:24][C@H:25]1[O:29][C@@H:28]([N:30]2[C:39]3[N:38]=[CH:37][N:36]=[C:34]([NH2:35])[C:33]=3[N:32]=[CH:31]2)[C@H:27]([OH:40])[C@@H:26]1[OH:41])([O:14][P:15]([O:18][P:19]([OH:21])([OH:22])=[O:20])([OH:17])=[O:16])(=[O:12])[OH:13] |f:0.1.2.3.4.5.6.7.8.9,12.13|. Procedure details: Equimolar amounts of chromium chloride hexahydrate and ATP (10 mM each) were mixed in 50 ml of water at a pH of around 3. The mixture was then incubated at room temperature for 1-2 hours to form the chromium-ATP complex. This complex was purified by loading 50 ml of the 10 mM chromium-ATP mixture onto a SE53 ion-exchange column having a bed volume of approximately 30 ml. The loaded column was washed with 100 ml of water in order to wash off unbound materials. The bound chromium complex was then ... Reactants: CC(C)(C)OC(=O)n1cccc1CO, O=S1(=O)CCCC1, O=C1Nc2ccc(S(=O)(=O)O)cc2C1=O, [Na], O=C1Nc2ccc(S(=O)(=O)N3CCCC3COc3ccccc3)cc2C1=O, [OH], O=P(Cl)(Cl)Cl, Cc1ccc(S(=O)(=O)Cl)cc1, c1ccncc1. The product is O=C1Nc2ccc(S(=O)(=O)Cl)cc2C1=O. Reaction SMILES: [C:50]([n:51]1[cH:52][cH:53][cH:54][c:55]1[CH2:56][OH:57])([O:58][C:59]([CH3:60])([CH3:61])[CH3:62])=[O:63].[CH2:75]1[S:76](=[O:77])(=[O:78])[CH2:79][CH2:80][CH2:81]1.[NH:28]1[c:29]2[c:30]([cH:31][c:32]([S:33]([OH:34])(=[O:35])=[O:36])[cH:37][cH:38]2)[C:39](=[O:40])[C:41]1=[O:42].[Na:43].[O:1]([CH2:2][CH:3]1[CH2:4][CH2:5][CH2:6][N:7]1[S:14](=[O:15])(=[O:16])[c:17]1[cH:18][c:19]2[c:23]([cH:24][cH:25]1)[NH:22][C:21](=[O:26])[C:20]2=[O:27])[c:8]1[cH:9][cH:10][cH:11][cH:12][cH:13]1.[OH:49].[P:44]([Cl:45])([Cl:46])([Cl:47])=[O:48].[c:64]1([CH3:65])[cH:66][cH:67][c:68]([S:69]([Cl:70])(=[O:71])=[O:72])[cH:73][cH:74]1.[cH:82]1[cH:83][cH:84][n:85][cH:86][cH:87]1>>[S:14](=[O:15])(=[O:16])([c:17]1[cH:18][c:19]2[c:23]([cH:24][cH:25]1)[NH:22][C:21](=[O:26])[C:20]2=[O:27])[Cl:46]. Reactants: CCOC(=O)CN(C(=O)OCC)C(CC)Cc1cccs1, CCO, [Na+], [OH-], O. The product is CCOC(=O)N(CC(=O)O)C(CC)Cc1cccs1. RXN SMILES: [CH2:1]([CH3:2])[O:3][C:4](=[O:5])[N:6]([CH2:7][C:8](=[O:9])[O:10][CH2:11][CH3:12])[CH:13]([CH2:14][c:15]1[s:16][cH:17][cH:18][cH:19]1)[CH2:20][CH3:21].[CH3:22][CH2:23][OH:24].[Na+:26].[OH-:25].[OH2:27]>>[CH2:1]([CH3:2])[O:3][C:4](=[O:5])[N:6]([CH2:7][C:8](=[O:9])[OH:10])[CH:13]([CH2:14][c:15]1[s:16][cH:17][cH:18][cH:19]1)[CH2:20][CH3:21]. Reactants: C1CCOC1, C#CC(C)O, [Cu]I, Cc1ccccc1-n1c(Cn2nc(I)c3c(N)ncnc32)cc2cccc(C)c2c1=O, Cl[Pd]Cl, c1ccc(P(c2ccccc2)c2ccccc2)cc1, c1ccc(P(c2ccccc2)c2ccccc2)cc1. The product is Cc1ccccc1-n1c(Cn2nc(C#CC(C)O)c3c(N)ncnc32)cc2cccc(C)c2c1=O. RXN SMILES: [CH2:37]1[O:38][CH2:39][CH2:40][CH2:41]1.[CH3:32][CH:33]([C:34]#[CH:35])[OH:36].[Cu:83][I:84].[NH2:1][c:2]1[c:3]2[c:4]([n:5][cH:6][n:7]1)[n:8]([CH2:12][c:13]1[n:14](-[c:25]3[c:26]([CH3:31])[cH:27][cH:28][cH:29][cH:30]3)[c:15](=[O:24])[c:16]3[c:17]([CH3:23])[cH:18][cH:19][cH:20][c:21]3[cH:22]1)[n:9][c:10]2[I:11].[Pd:42]([Cl:43])[Cl:44].[c:45]1([P:46]([c:47]2[cH:48][cH:49][cH:50][cH:51][cH:52]2)[c:53]2[cH:54][cH:55][cH:56][cH:57][cH:58]2)[cH:59][cH:60][cH:61][cH:62][cH:63]1.[c:64]1([P:65]([c:66]2[cH:67][cH:68][cH:69][cH:70][cH:71]2)[c:72]2[cH:73][cH:74][cH:75][cH:76][cH:77]2)[cH:78][cH:79][cH:80][cH:81][cH:82]1>>[NH2:1][c:2]1[c:3]2[c:4]([n:5][cH:6][n:7]1)[n:8]([CH2:12][c:13]1[n:14](-[c:25]3[c:26]([CH3:31])[cH:27][cH:28][cH:29][cH:30]3)[c:15](=[O:24])[c:16]3[c:17]([CH3:23])[cH:18][cH:19][cH:20][c:21]3[cH:22]1)[n:9][c:10]2[C:35]#[C:34][CH:33]([CH3:32])[OH:36]. Starting materials: OC(c1ccc(Cl)cc1)C1CC1, ClCCl, CS(=O)(=O)Cc1cc(F)cc2cc[nH]c12, O=C(O)C(F)(F)F. The product is CS(=O)(=O)Cc1cc(F)cc2c(C(c3ccc(Cl)cc3)C3CC3)c[nH]c12. As a reaction SMILES: [CH:1]1([CH:4]([OH:5])[c:6]2[cH:7][cH:8][c:9]([Cl:12])[cH:10][cH:11]2)[CH2:2][CH2:3]1.[Cl:35][CH2:36][Cl:37].[F:20][c:21]1[cH:22][c:23]2[cH:24][cH:25][nH:26][c:27]2[c:28]([CH2:30][S:31](=[O:32])(=[O:33])[CH3:34])[cH:29]1.[OH:13][C:14]([C:15]([F:16])([F:17])[F:18])=[O:19]>>[CH:1]1([CH:4]([c:6]2[cH:7][cH:8][c:9]([Cl:12])[cH:10][cH:11]2)[c:24]2[c:23]3[cH:22][c:21]([F:20])[cH:29][c:28]([CH2:30][S:31](=[O:32])(=[O:33])[CH3:34])[c:27]3[nH:26][cH:25]2)[CH2:2][CH2:3]1. Starting materials: CC(C)(C)OC(=O)N1CCN(c2cccnc2Cl)CC1, O=C([O-])[O-], COCCOC, OB(O)c1ccccc1F, [K+], [K+], O, [Pd], c1ccc(P(c2ccccc2)c2ccccc2)cc1, c1ccc(P(c2ccccc2)c2ccccc2)cc1, c1ccc(P(c2ccccc2)c2ccccc2)cc1, c1ccc(P(c2ccccc2)c2ccccc2)cc1. Product: CC(C)(C)OC(=O)N1CCN(c2cccnc2-c2ccccc2F)CC1. As a reaction SMILES: [C:1]([CH3:2])([CH3:3])([CH3:4])[O:5][C:6](=[O:7])[N:8]1[CH2:9][CH2:10][N:11]([c:14]2[c:15]([Cl:20])[n:16][cH:17][cH:18][cH:19]2)[CH2:12][CH2:13]1.[C:31](=[O:32])([O-:33])[O-:34].[CH3:37][O:38][CH2:39][CH2:40][O:41][CH3:42].[F:21][c:22]1[c:23]([B:28]([OH:29])[OH:30])[cH:24][cH:25][cH:26][cH:27]1.[K+:35].[K+:36].[OH2:43].[Pd:44].[c:102]1([P:103]([c:104]2[cH:105][cH:106][cH:107][cH:108][cH:109]2)[c:110]2[cH:111][cH:112][cH:113][cH:114][cH:115]2)[cH:116][cH:117][cH:118][cH:119][cH:120]1.[c:45]1([P:46]([c:47]2[cH:48][cH:49][cH:50][cH:51][cH:52]2)[c:53]2[cH:54][cH:55][cH:56][cH:57][cH:58]2)[cH:59][cH:60][cH:61][cH:62][cH:63]1.[c:64]1([P:65]([c:66]2[cH:67][cH:68][cH:69][cH:70][cH:71]2)[c:72]2[cH:73][cH:74][cH:75][cH:76][cH:77]2)[cH:78][cH:79][cH:80][cH:81][cH:82]1.[c:83]1([P:84]([c:85]2[cH:86][cH:87][cH:88][cH:89][cH:90]2)[c:91]2[cH:92][cH:93][cH:94][cH:95][cH:96]2)[cH:97][cH:98][cH:99][cH:100][cH:101]1>>[C:1]([CH3:2])([CH3:3])([CH3:4])[O:5][C:6](=[O:7])[N:8]1[CH2:9][CH2:10][N:11]([c:14]2[c:15](-[c:23]3[c:22]([F:21])[cH:27][cH:26][cH:25][cH:24]3)[n:16][cH:17][cH:18][cH:19]2)[CH2:12][CH2:13]1. Reactants: O (H2O), IC (Iodomethane), ClC1=CC=C(CNC(=O)C=2N=NC3=CC=C(C=C3C2O)I)C=C1 (N-(4-chlorobenzyl)-4-hydroxy-6-iodo-3-cinnolinecarboxamide), C(=O)([O-])[O-].[K+].[K+] (K2CO3). The solvent is CN(C)C=O (DMF). Run at temperature 90 celsius. Product: ClC1=CC=C(CNC(=O)C2=NN(C3=CC=C(C=C3C2=O)I)C)C=C1 (N-(4-chlorobenzyl)-6-iodo-1-methyl-4-oxo-1,4-dihydro-3-cinnolinecarboxamide). Yield: 39.0%. Reaction SMILES: IC.[Cl:3][C:4]1[CH:25]=[CH:24][C:7]([CH2:8][NH:9][C:10]([C:12]2[N:13]=[N:14][C:15]3[C:20]([C:21]=2[OH:22])=[CH:19][C:18]([I:23])=[CH:17][CH:16]=3)=[O:11])=[CH:6][CH:5]=1.[C:26]([O-])([O-])=O.[K+].[K+].O>CN(C=O)C>[Cl:3][C:4]1[CH:5]=[CH:6][C:7]([CH2:8][NH:9][C:10]([C:12]2[C:21](=[O:22])[C:20]3[C:15](=[CH:16][CH:17]=[C:18]([I:23])[CH:19]=3)[N:14]([CH3:26])[N:13]=2)=[O:11])=[CH:24][CH:25]=1 |f:2.3.4|. Reported procedure: Iodomethane (0.028 mL) is added to a suspension of N-(4-chlorobenzyl)-4-hydroxy-6-iodo-3-cinnolinecarboxamide; (Prep. 4, 0.16 g) and K2CO3 (0.20 g,) in 6 mL anhydrous DMF. The reaction is heated at 90° C. for 1 h. The reaction is cooled to room temperature and poured into 75 mL H2O. The resulting yellow solid is filtered and dried. The solid is dissolved in CH2Cl2 and adsorbed onto silica. Purification by chromatography (CH2Cl2 (2L), 0.5% MeOH/CH2Cl2 (2L), 0.75% MeOH/CH2Cl2 (1L), 1% MeOH/CH2Cl2 ...